Dataset: the Open Reaction Database (ORD), a public repository of structured organic reaction records. Task: describe an organic reaction: reactants, conditions, products, and yield Starting materials: C(C)(=O)Br (acetyl bromide), CC1=[N+](C=C(C(=C1)[N+](=O)[O-])C)[O-] (2,5-dimethyl-4-nitro-1-oxido-pyridin-1-ium), [OH-].[Na+] (sodium hydroxide). Solvent: C(C)(=O)O (acetic acid). Reaction conditions: temperature 80 celsius, time 8 hour. Yields the product BrC1=CC(=[N+](C=C1C)[O-])C (4-Bromo-2,5-dimethyl-1-oxido-pyridin-1-ium). Reaction SMILES: [C:1]([Br:4])(=O)[CH3:2].C[C:6]1[CH:11]=[C:10]([N+]([O-])=O)[C:9](C)=[CH:8][N+:7]=1[O-:16].[OH-].[Na+]>C(O)(=O)C>[Br:4][C:1]1[C:11]([CH3:10])=[CH:6][N+:7]([O-:16])=[C:8]([CH3:9])[CH:2]=1 |f:2.3|. Reported procedure: To a solution of acetyl bromide (43.09 mL, 582.81 mmol) in acetic acid (70 mL) was added 2,5-dimethyl-4-nitro-1-oxido-pyridin-1-ium (which may be prepared as described in Description 135) (9.8 g, 58.28 mmol) dropwise over 5 mins. After addition, the mixture was stirred at 80° C. overnight. The reaction mixture was poured on to ice and the solution basified to pH 8 with cold 2M sodium hydroxide. The aqueous layer was extracted with DCM (3x). The combined organics were washed with brine, dried ove... Starting materials: C(CC(C)C)ON=O (isoamylnitrite), NC=1N=CC=2NC3=CC=CC=C3C2C1 (3-amino-β-carboline), C(C)SSCC (diethyldisulfide), C(CC(C)C)ON=O (isoamylnitrite). Run at temperature 80 celsius. Yields the product C(C)SC=1N=CC=2NC3=CC=CC=C3C2C1 (3-ethylthio-β-carboline). RXN SMILES: N[C:2]1[N:3]=[CH:4][C:5]2[NH:6][C:7]3[C:12]([C:13]=2[CH:14]=1)=[CH:11][CH:10]=[CH:9][CH:8]=3.C(ON=O)CC(C)C.[CH2:23]([S:25]SCC)[CH3:24]>>[CH2:23]([S:25][C:2]1[N:3]=[CH:4][C:5]2[NH:6][C:7]3[C:12]([C:13]=2[CH:14]=1)=[CH:11][CH:10]=[CH:9][CH:8]=3)[CH3:24]. Procedure: 732 mg of 3-amino-β-carboline in 7 ml of diethyldisulfide are heated to 80° C. and mixed with 1 ml of isoamylnitrite. After 0.5 hours of heating to 80° C., it is again mixed with 1 ml of isoamylnitrite and heated to 80° C. for 1.5 hours. After distilling off, the residue is chromatographed twice on silica gel with ethyl acetate/cyclohexane as eluant. After absorptive precipitation of the corresponding evaporated fraction with cyclohexane/diisopropyl ether, 206 mg of 3-ethylthio-β-carboline with ... Reactants: C(C)(=O)C1=C(OCCCCCC(C#N)(CCCCC)C)C=C(C=C1)OCC1=CC=CC=C1 (7-(2-Acetyl-5-benzyloxyphenoxy)-2-methyl-2-n-pentylheptanenitrile), C(Cl)(Cl)(Cl)Cl (carbon tetrachloride), FC(C(=O)O)(F)F (trifluoroacetic acid). The solvent is C(C)[SiH](CC)CC (triethylsilane). Reaction conditions: time 24 hour. Yields the product CC(C#N)(CCCCCOC1=C(C=CC(=C1)OCC1=CC=CC=C1)CC)CCCCC (2-Methyl-2-n-pentyl-7-(2-ethyl-5-benzyloxyphenoxy)heptanenitrile). Isolated yield 90.0%. As a reaction SMILES: [C:1]([C:4]1[CH:24]=[CH:23][C:22]([O:25][CH2:26][C:27]2[CH:32]=[CH:31][CH:30]=[CH:29][CH:28]=2)=[CH:21][C:5]=1[O:6][CH2:7][CH2:8][CH2:9][CH2:10][CH2:11][C:12]([CH3:20])([CH2:15][CH2:16][CH2:17][CH2:18][CH3:19])[C:13]#[N:14])(=O)[CH3:2].C(Cl)(Cl)(Cl)Cl.FC(F)(F)C(O)=O>C([SiH](CC)CC)C>[CH3:20][C:12]([CH2:15][CH2:16][CH2:17][CH2:18][CH3:19])([CH2:11][CH2:10][CH2:9][CH2:8][CH2:7][O:6][C:5]1[CH:21]=[C:22]([O:25][CH2:26][C:27]2[CH:28]=[CH:29][CH:30]=[CH:31][CH:32]=2)[CH:23]=[CH:24][C:4]=1[CH2:1][CH3:2])[C:13]#[N:14]. Procedure: 7-(2-Acetyl-5-benzyloxyphenoxy)-2-methyl-2-n-pentylheptanenitrile was dissolved in carbon tetrachloride containing 6 equivalents of triethylsilane. After addition of 60 equivalents of trifluoroacetic acid, the solution was stirred 24 hours and then evaporated in vacuo. The residue was chromatographed on silica gel eluting with hexane/ethyl ether to provided the title product as an oil in 90% yield, NMR. Reactants: C(O)CN (ethanolamine), CC=1C=C(C=CC1C)N1N=C(C(C1=O)=NNC=1C(=C(C=CC1)C1=CC(=CC=C1)C(=O)O)O)C (3′-{N′-[1-(3,4-dimethylphenyl)-3-methyl-5-oxo-1,5-dihydro-pyrazol-4-ylidene]hydrazino}-2′-hydroxybiphenyl-3-carboxylic acid). Solvent: C(C)O (ethanol), O1CCCC1 (tetrahydrofuran). Reaction conditions: time 3 hour. Yields the product CC=1C=CC(=CC1C)N2C(=O)/C(=N\NC=3C=CC=C(C3O)C=4C=CC=C(C4)C(=O)O)/C(=N2)C.C(CO)N (Eltrombopag Olamine). As a reaction SMILES: [CH2:1]([CH2:3][NH2:4])[OH:2].[CH3:5][C:6]1[CH:7]=[C:8]([N:13]2[C:17](=[O:18])[C:16](=[N:19][NH:20][C:21]3[C:22]([OH:36])=[C:23]([C:27]4[CH:32]=[CH:31][CH:30]=[C:29]([C:33]([OH:35])=[O:34])[CH:28]=4)[CH:24]=[CH:25][CH:26]=3)[C:15]([CH3:37])=[N:14]2)[CH:9]=[CH:10][C:11]=1[CH3:12]>C(O)C.O1CCCC1>[CH3:12][C:11]1[CH:10]=[CH:9][C:8]([N:13]2[N:14]=[C:15]([CH3:37])/[C:16](=[N:19]/[NH:20][C:21]3[CH:26]=[CH:25][CH:24]=[C:23]([C:27]4[CH:32]=[CH:31][CH:30]=[C:29]([C:33]([OH:35])=[O:34])[CH:28]=4)[C:22]=3[OH:36])/[C:17]2=[O:18])=[CH:7][C:6]=1[CH3:5].[CH2:3]([NH2:4])[CH2:1][OH:2] |f:4.5|. Procedure: To a solution of ethanolamine (0.9 g) in ethanol (100 mL) was added a solution of 3′-{N′-[1-(3,4-dimethylphenyl)-3-methyl-5-oxo-1,5-dihydro-pyrazol-4-ylidene]hydrazino}-2′-hydroxybiphenyl-3-carboxylic acid (3 g), prepared as in Example 4, in tetrahydrofuran (40 mL) at about room temperature over about 30 to 40 minutes and stirred for about 3 hours at about room temperature. The mixture was filtered, washed with ethanol (25 mL) and dried in an oven at about 55° C. to about 60° C. for about 12 hou... Reactants: [OH-].[Na+] (Sodium hydroxide), Cl.NO (hydroxylamine hydrochloride), C(C1=CC=CC=C1)(=O)C=1C(=CN(C1C)C)NC(CI)=O (N-(4-benzoyl-1,5-dimethyl(1H)pyrrol-3-yl)-2-iodoacetamide). The solvent is C(C)O (ethanol), O (water). Run at time 48 hour. Product: C(C1=CC=CC=C1)(=O)C=1C(=CN(C1C)C)NC(CNO)=O (N-(4-benzoyl-1,5-dimethyl(1H)pyrrol-3-yl)-2-hydroxylaminoacetamide). RXN SMILES: [OH-:1].[Na+].Cl.[NH2:4]O.[C:6]([C:14]1[C:15]([NH:21][C:22](=[O:25])[CH2:23]I)=[CH:16][N:17]([CH3:20])[C:18]=1[CH3:19])(=[O:13])[C:7]1[CH:12]=[CH:11][CH:10]=[CH:9][CH:8]=1>O.C(O)C>[C:6]([C:14]1[C:15]([NH:21][C:22](=[O:25])[CH2:23][NH:4][OH:1])=[CH:16][N:17]([CH3:20])[C:18]=1[CH3:19])(=[O:13])[C:7]1[CH:12]=[CH:11][CH:10]=[CH:9][CH:8]=1 |f:0.1,2.3|. Procedure: Sodium hydroxide (64 g) was added to a solution of hydroxylamine hydrochloride (111 g) in water (370 ml) and the obtained solution was diluted with ethanol (3500 ml). N-(4-benzoyl-1,5-dimethyl(1H)pyrrol-3-yl)-2-iodoacetamide (124.5 g) was then added and the obtained suspension was stirred under nitrogen stream for about 48 hours. The reaction mixture was filtered in order to remove the salts and the filtrate was concentrated to dryness at the pump. The residue was washed with a small amount of w... Starting materials: FC1=NC(=CC=C1C(=O)O)F (2,6-difluoropyridine-3-carboxylic acid), Cl.ClC1=CC=C(C=C1)CCOCC(=N)N (2-[2-(4-chloro-phenyl)-ethoxy]-acetamidine hydrochloride). Yields the product ClC1=CC=C(C=C1)CCOCC=1NC(C2=C(N1)N=C(C=C2)F)=O (2-[2-(4-Chloro-phenyl)-ethoxymethyl]-7-fluoro-3H-pyrido[2,3-d]pyrimidin-4-one). RXN SMILES: F[C:2]1[C:7]([C:8]([OH:10])=O)=[CH:6][CH:5]=[C:4]([F:11])[N:3]=1.Cl.[Cl:13][C:14]1[CH:19]=[CH:18][C:17]([CH2:20][CH2:21][O:22][CH2:23][C:24]([NH2:26])=[NH:25])=[CH:16][CH:15]=1>>[Cl:13][C:14]1[CH:15]=[CH:16][C:17]([CH2:20][CH2:21][O:22][CH2:23][C:24]2[NH:26][C:8](=[O:10])[C:7]3[CH:6]=[CH:5][C:4]([F:11])=[N:3][C:2]=3[N:25]=2)=[CH:18][CH:19]=1 |f:1.2|. Procedure details: The title compound was prepared in analogy to example 85 from 2,6-difluoropyridine-3-carboxylic acid and 2-[2-(4-chloro-phenyl)-ethoxy]-acetamidine hydrochloride (example 83.2). Off-white solid. MS: m/e=334.2 [M+H+].